Dataset: the Open Reaction Database (ORD), a public repository of structured organic reaction records. Task: describe an organic reaction: reactants, conditions, products, and yield Reactants: CC(O)C(C)O, COC(CN(C)C(=O)CCl)OC, CO, Cc1ccc(S(=O)(=O)O)cc1. Product: CC1OC(N(C)C(=O)CCl)OC1C. As a reaction SMILES: [CH3:13][CH:14]([CH:15]([CH3:16])[OH:17])[OH:18].[CH3:1][O:2][CH:3]([CH2:4][N:5]([C:6]([CH2:7][Cl:8])=[O:9])[CH3:10])[O:11][CH3:12].[CH3:30][OH:31].[c:19]1([CH3:20])[cH:21][cH:22][c:23]([S:24]([OH:25])(=[O:26])=[O:27])[cH:28][cH:29]1>>[CH:4]1([N:5]([C:6]([CH2:7][Cl:8])=[O:9])[CH3:10])[O:17][CH:15]([CH3:16])[CH:14]([CH3:13])[O:18]1. The reactants are O=C([O-])[O-], C=CCBr, CC#N, CC(=O)c1cccc(C2CCNCC2)c1F, [K+], [K+]. Product: C=CCN1CCC(c2cccc(C(C)=O)c2F)CC1. As a reaction SMILES: [C:17](=[O:18])([O-:19])[O-:20].[CH2:23]([CH:24]=[CH2:25])[Br:26].[CH3:27][C:28]#[N:29].[F:1][c:2]1[c:3]([C:14]([CH3:15])=[O:16])[cH:4][cH:5][cH:6][c:7]1[CH:8]1[CH2:9][CH2:10][NH:11][CH2:12][CH2:13]1.[K+:21].[K+:22]>>[F:1][c:2]1[c:3]([C:14]([CH3:15])=[O:16])[cH:4][cH:5][cH:6][c:7]1[CH:8]1[CH2:9][CH2:10][N:11]([CH2:25][CH:24]=[CH2:23])[CH2:12][CH2:13]1. Starting materials: ClC1=C(C=CC=C1)C1=C2CN(C(N(C2=CC(=C1)C(CN1CCN(CC1)C(C)C)=O)C1=C(C=CC=C1Cl)Cl)=O)CC1=CC=C(C=C1)OC (5-(2-Chlorophenyl)-1-(2,6-dichlorophenyl)-7-[(4-isopropylpiperazin-1-yl)acetyl]-3-(4-methoxybenzyl)-3,4-dihydroquinazolin-2(1H)-one). Run in FC(C(=O)O)(F)F (trifluoroacetic acid). Reaction conditions: temperature 70 celsius. The product is ClC1=C(C=CC=C1)C1=C2CNC(N(C2=CC(=C1)C(CN1CCN(CC1)C(C)C)=O)C1=C(C=CC=C1Cl)Cl)=O (5-(2-Chlorophenyl)-1-(2,6-dichlorophenyl)-7-[(4-isopropylpiperazin-1-yl)acetyl]-3,4-dihydroquinazolin-2(1H)-one). As a reaction SMILES: [Cl:1][C:2]1[CH:7]=[CH:6][CH:5]=[CH:4][C:3]=1[C:8]1[CH:17]=[C:16]([C:18](=[O:29])[CH2:19][N:20]2[CH2:25][CH2:24][N:23]([CH:26]([CH3:28])[CH3:27])[CH2:22][CH2:21]2)[CH:15]=[C:14]2[C:9]=1[CH2:10][N:11](CC1C=CC(OC)=CC=1)[C:12](=[O:38])[N:13]2[C:30]1[C:35]([Cl:36])=[CH:34][CH:33]=[CH:32][C:31]=1[Cl:37]>FC(F)(F)C(O)=O>[Cl:1][C:2]1[CH:7]=[CH:6][CH:5]=[CH:4][C:3]=1[C:8]1[CH:17]=[C:16]([C:18](=[O:29])[CH2:19][N:20]2[CH2:21][CH2:22][N:23]([CH:26]([CH3:28])[CH3:27])[CH2:24][CH2:25]2)[CH:15]=[C:14]2[C:9]=1[CH2:10][NH:11][C:12](=[O:38])[N:13]2[C:30]1[C:31]([Cl:37])=[CH:32][CH:33]=[CH:34][C:35]=1[Cl:36]. Procedure details: 5-(2-Chlorophenyl)-1-(2,6-dichlorophenyl)-7-[(4-isopropylpiperazin-1-yl)acetyl]-3-(4-methoxybenzyl)-3,4-dihydroquinazolin-2(1H)-one (36 mg, 0.052 mmol) was dissolved in trifluoroacetic acid (0.8 mL), and this mixture was heated at 70° C. for 30 min. After cooling it down, trifluoroacetic acid was removed by co-evaporation with toluene to give crude product. This was purified by preparative thin layer chromatography using 5% 2M NH3 in MeOH/CH2Cl2 as an eluent to give the title compound. 1H NMR (C... Starting materials: COC(=O)c1ccc2oc3c(S(C)(=O)=O)cc(S(C)(=O)=O)cc3c(=O)c2c1, CCO, [K+], [OH-]. Product: CS(=O)(=O)c1cc(S(C)(=O)=O)c2oc3ccc(C(=O)O)cc3c(=O)c2c1. RXN SMILES: [CH3:1][S:2](=[O:3])(=[O:4])[c:5]1[c:6]2[o:7][c:8]3[cH:9][cH:10][c:11]([C:24](=[O:25])[O:26][CH3:27])[cH:12][c:13]3[c:14](=[O:23])[c:15]2[cH:16][c:17]([S:19](=[O:20])(=[O:21])[CH3:22])[cH:18]1.[CH3:30][CH2:31][OH:32].[K+:29].[OH-:28]>>[CH3:1][S:2](=[O:3])(=[O:4])[c:5]1[c:6]2[o:7][c:8]3[cH:9][cH:10][c:11]([C:24](=[O:25])[OH:26])[cH:12][c:13]3[c:14](=[O:23])[c:15]2[cH:16][c:17]([S:19](=[O:20])(=[O:21])[CH3:22])[cH:18]1. The reactants are ClC1=NC=C(C=C1)[N+](=O)[O-] (2-chloro-5-nitropyridine), CN(C)C (trimethylamine). The solvent is CCO (EtOH). Conditions: temperature 40 celsius. The product is CN(C1=NC=C(C=C1)[N+](=O)[O-])C (2-Dimethylamino-5-nitropyridine). The yield is 89.6%. As a reaction SMILES: Cl[C:2]1[CH:7]=[CH:6][C:5]([N+:8]([O-:10])=[O:9])=[CH:4][N:3]=1.[CH3:11][N:12](C)[CH3:13]>CCO>[CH3:11][N:12]([CH3:13])[C:2]1[CH:7]=[CH:6][C:5]([N+:8]([O-:10])=[O:9])=[CH:4][N:3]=1. Procedure: A mechanically stirred mixture of 2-chloro-5-nitropyridine (56.25 g, 0.355 mol) and absolute EtOH (960 ml), under nitrogen was treated, during 15 minutes with 25% aqueous trimethylamine (217 g). The mixture warmed to 40° C. and a thick yellow precipitate formed; it was warmed to 80° C. during 1 hour, cooled to ambient temperature and filtered. The solid was washed with cold 20% H2O-EtOH and dried to give 53.2 g of the titled product, m.p. 151°-152° C. Reactants: C(C)OC(C#C)OCC (propargylaldehyde diethyl acetal), IC=1SC=CC1 (2-iodothiophene). Reagents/catalysts: O.C(C)(=O)[O-].[Cu+2].C(C)(=O)[O-] (copper(II) acetate monohydrate). Run in C(C)(C)NC(C)C (diisopropylamine), C(C)(C)NC(C)C (diisopropylamine). Conditions: temperature 55 celsius, time 1 hour. The product is C(C)OC(C#CC=1SC=CC1)OCC (2-(3,3-Diethoxy-prop-1-ynyl)-thiophene). As a reaction SMILES: [CH2:1]([O:3][CH:4]([O:7][CH2:8][CH3:9])[C:5]#[CH:6])[CH3:2].I[C:11]1[S:12][CH:13]=[CH:14][CH:15]=1>C(NC(C)C)(C)C.O.C([O-])(=O)C.[Cu+2].C([O-])(=O)C>[CH2:1]([O:3][CH:4]([O:7][CH2:8][CH3:9])[C:5]#[C:6][C:11]1[S:12][CH:13]=[CH:14][CH:15]=1)[CH3:2] |f:3.4.5.6|. Procedure: To a solution of propargylaldehyde diethyl acetal (405 mg) in diisopropylamine (8 ml) were added 2-iodothiophene (1.2 g) and copper(II) acetate monohydrate (66.4 mg). The suspension was flushed with a stream of N2. Pd(PPh3)4 (75 mg) was added, the reaction mixture was flushed with nitrogen again. The suspension was stirred for 1 h at 55° C. A precipitate was formed and it was necessary to dilute the reaction mixture with diisopropylamine (6 ml) to keep it stirring. The reaction mixture was filte... The reactants are II (Iodine), FC(C=1C=C(CCO)C=CC1)(F)F (3-(Trifluoromethyl)phenethyl alcohol), C1(=CC=CC=C1)P(C1=CC=CC=C1)C1=CC=CC=C1 (triphenylphosphine), N1C=NC=C1 (imidazole). Solvent: C(C)#N (acetonitrile), CCOCC (ether), CCOCC (ether). Reaction conditions: time 4 hour. Yields the product ICCC1=CC(=CC=C1)C(F)(F)F (1-(2-iodoethyl)-3-trifluoromethylbenzene). As a reaction SMILES: [F:1][C:2]([F:13])([F:12])[C:3]1[CH:4]=[C:5]([CH:9]=[CH:10][CH:11]=1)[CH2:6][CH2:7]O.C1(P(C2C=CC=CC=2)C2C=CC=CC=2)C=CC=CC=1.N1C=CN=C1.[I:38]I>C(#N)C.CCOCC>[I:38][CH2:7][CH2:6][C:5]1[CH:9]=[CH:10][CH:11]=[C:3]([C:2]([F:13])([F:12])[F:1])[CH:4]=1. Reported procedure: 3-(Trifluoromethyl)phenethyl alcohol (10.0 g, 52.6 mmol), triphenylphosphine (17.9 g, 68.4 mmol), and imidazole (5.00 g, 73.6 mmol) were dissolved in acetonitrile (42 mL) and ether (70 mL), then the mixture was cooled to 0° C. Iodine (18.7 g, 73.6 mmol) was added in portions, then the mixture was stirred for 4 h. The reaction mixture was diluted with ether (1 L), washed with saturated Na2S2O3 (3×300 mL), aqueous CuSO4 (2×300 mL), and brine (2×300 mL), dried over Na2SO4, filtered, and concentrate... The reactants are C(C)(C)(C)OC(=O)N(C1=NC=2C(=CC=C(C2C=C1)C(=O)O)OC)C (2-[(t-Butyloxycarbonyl)(methyl)amino]-8-methoxyquinoline-5-carboxylic acid), N,N-dimethylaminopyridine, Cl.C(C)N=C=NCCCN(C)C (ethyldimethylaminopropylcarbodiimide hydrochloride), [N+](=O)([O-])C1=CC=C(C=C1)O (4-nitrophenol). The solvent is ClCCl (dichloromethane). Reaction conditions: time 17 hour. The product is C(C)(C)(C)OC(=O)N(C1=NC=2C(=CC=C(C2C=C1)C(=O)OC1=CC=C(C=C1)[N+](=O)[O-])OC)C (4-Nitrophenyl 2[(t-butyloxycarbonyl)(methyl)amino]-8-methoxyquinoline-5-carboxylate). Yield: 90.5%. Reaction SMILES: [C:1]([O:5][C:6]([N:8]([CH3:24])[C:9]1[CH:18]=[CH:17][C:16]2[C:15]([C:19]([OH:21])=[O:20])=[CH:14][CH:13]=[C:12]([O:22][CH3:23])[C:11]=2[N:10]=1)=[O:7])([CH3:4])([CH3:3])[CH3:2].Cl.C(N=C=NCCCN(C)C)C.[N+:37]([C:40]1[CH:45]=[CH:44][C:43](O)=[CH:42][CH:41]=1)([O-:39])=[O:38]>ClCCl>[C:1]([O:5][C:6]([N:8]([CH3:24])[C:9]1[CH:18]=[CH:17][C:16]2[C:15]([C:19]([O:21][C:43]3[CH:44]=[CH:45][C:40]([N+:37]([O-:39])=[O:38])=[CH:41][CH:42]=3)=[O:20])=[CH:14][CH:13]=[C:12]([O:22][CH3:23])[C:11]=2[N:10]=1)=[O:7])([CH3:4])([CH3:3])[CH3:2] |f:1.2|. Procedure: 2-[(t-Butyloxycarbonyl)(methyl)amino]-8-methoxyquinoline-5-carboxylic acid (0.311 g), ethyldimethylaminopropylcarbodiimide hydrochloride (0.269 g), 4-nitrophenol (0.195 g), N,N-dimethylaminopyridine (20 mg) and dichloromethane (20 ml) were combined and then stirred at room temperature for 17 h. The reaction mixture was evaporated in vacuo onto silica and purified by flash chromatography to give the title compound (0.384 g) as a pale yellow solid. Reactants: O=C([O-])[O-], CCOC(Cc1ccc(O)cc1OC)C(=O)OC, Cc1oc(-c2ccccc2)nc1CCl, [Cs+], [Cs+], [I-], [K+]. Product: CCOC(Cc1ccc(OCc2nc(-c3ccccc3)oc2C)cc1OC)C(=O)OC. RXN SMILES: [C:33](=[O:34])([O-:35])[O-:36].[CH3:1][O:2][C:3]([CH:4]([CH2:5][c:6]1[c:7]([O:13][CH3:14])[cH:8][c:9]([OH:12])[cH:10][cH:11]1)[O:15][CH2:16][CH3:17])=[O:18].[Cl:19][CH2:20][c:21]1[n:22][c:23](-[c:27]2[cH:28][cH:29][cH:30][cH:31][cH:32]2)[o:24][c:25]1[CH3:26].[Cs+:37].[Cs+:38].[I-:40].[K+:39]>>[CH3:1][O:2][C:3]([CH:4]([CH2:5][c:6]1[c:7]([O:13][CH3:14])[cH:8][c:9]([O:12][CH2:20][c:21]2[n:22][c:23](-[c:27]3[cH:28][cH:29][cH:30][cH:31][cH:32]3)[o:24][c:25]2[CH3:26])[cH:10][cH:11]1)[O:15][CH2:16][CH3:17])=[O:18]. Starting materials: N#Cc1ccc(OCCBr)c(F)c1, CC(C)(C)OC(=O)N1CC2CNCC(C1)O2, CC#N, [K+], [K+], O=C([O-])[O-]. Product: CC(C)(C)OC(=O)N1CC2CN(CCOc3ccc(C#N)cc3F)CC(C1)O2. As a reaction SMILES: [Br:1][CH2:2][CH2:3][O:4][c:5]1[c:6]([F:13])[cH:7][c:8]([C:9]#[N:10])[cH:11][cH:12]1.[C:14]([CH3:15])([CH3:16])([CH3:17])[O:18][C:19](=[O:20])[N:21]1[CH2:22][CH:23]2[CH2:24][NH:25][CH2:26][CH:27]([CH2:28]1)[O:29]2.[CH3:36][C:37]#[N:38].[K+:30].[K+:31].[O-:32][C:33]([O-:34])=[O:35]>>[CH2:2]([CH2:3][O:4][c:5]1[c:6]([F:13])[cH:7][c:8]([C:9]#[N:10])[cH:11][cH:12]1)[N:25]1[CH2:24][CH:23]2[CH2:22][N:21]([C:19]([O:18][C:14]([CH3:15])([CH3:16])[CH3:17])=[O:20])[CH2:28][CH:27]([CH2:26]1)[O:29]2.